From a dataset of the Open Reaction Database (ORD), a public repository of structured organic reaction records. describe an organic reaction: reactants, conditions, products, and yield Reactants: CSc1nnc(C#N)c(N2CC=C(c3ccccc3)CC2)n1, NCCO, C1COCCO1. Product: N#Cc1nnc(NCCO)nc1N1CC=C(c2ccccc2)CC1. RXN SMILES: [CH3:1][S:2][c:3]1[n:4][n:5][c:6]([C:21]#[N:22])[c:7]([N:9]2[CH2:10][CH2:11][C:12]([c:15]3[cH:16][cH:17][cH:18][cH:19][cH:20]3)=[CH:13][CH2:14]2)[n:8]1.[NH2:23][CH2:24][CH2:25][OH:26].[O:27]1[CH2:28][CH2:29][O:30][CH2:31][CH2:32]1>>[c:3]1([NH:23][CH2:24][CH2:25][OH:26])[n:4][n:5][c:6]([C:21]#[N:22])[c:7]([N:9]2[CH2:10][CH2:11][C:12]([c:15]3[cH:16][cH:17][cH:18][cH:19][cH:20]3)=[CH:13][CH2:14]2)[n:8]1.